From a dataset of the Open Reaction Database (ORD), a public repository of structured organic reaction records. describe an organic reaction: reactants, conditions, products, and yield The reactants are C(C)(C)(C)OC(NC(C(N(C)OC)=O)C1=CC(=C(C=C1)Cl)Cl)=O (rac-[(3,4-dichloro-phenyl)-(methoxy-methyl-carbamoyl)-methyl]-carbamic acid tert-butyl ester), C(C)(C)(C)OC(NC(C(N(C)OC)=O)C1=CC(=C(C=C1)Cl)Cl)=O (rac-[(3,4-dichloro-phenyl)-(methoxy-methyl-carbamoyl)-methyl]-carbamic acid tert-butyl ester), BrC1=CC=C(O[Si](C)(C)C(C)(C)C)C=C1 ((4-bromo-phenoxy)-tert-butyl-dimethyl-silane). Yields the product C(C)(C)(C)OC(NC(C(=O)C1=CC=C(C=C1)O[Si](C)(C)C(C)(C)C)C1=CC(=C(C=C1)Cl)Cl)=O (rac-[2-[4-(tert-Butyl-dimethyl-silanyloxy)-phenyl]-1-(3,4-dichloro-phenyl)-2-oxo-ethyl]-carbamic acid tert-butyl ester). Reaction SMILES: [C:1]([O:5][C:6](=[O:23])[NH:7][CH:8]([C:15]1[CH:20]=[CH:19][C:18]([Cl:21])=[C:17]([Cl:22])[CH:16]=1)[C:9](=[O:14])N(OC)C)([CH3:4])([CH3:3])[CH3:2].Br[C:25]1[CH:38]=[CH:37][C:28]([O:29][Si:30]([C:33]([CH3:36])([CH3:35])[CH3:34])([CH3:32])[CH3:31])=[CH:27][CH:26]=1>>[C:1]([O:5][C:6](=[O:23])[NH:7][CH:8]([C:15]1[CH:20]=[CH:19][C:18]([Cl:21])=[C:17]([Cl:22])[CH:16]=1)[C:9]([C:25]1[CH:38]=[CH:37][C:28]([O:29][Si:30]([C:33]([CH3:36])([CH3:35])[CH3:34])([CH3:31])[CH3:32])=[CH:27][CH:26]=1)=[O:14])([CH3:2])([CH3:3])[CH3:4]. Procedure: The title compound was prepared from rac-[(3,4-dichloro-phenyl)-(methoxy-methyl-carbamoyl)-methyl]-carbamic acid tert-butyl ester (Intermediate 9) and (4-bromo-phenoxy)-tert-butyl-dimethyl-silane in analogy to Example 1a): MS (ISP): 510.3 and 512.2 (M+H)+, 410.1 and 412.1 ((M-Boc)+H)+ (100%). Procedure: A mixture of 1.34 g (4.48 mmol) (2-amino-4,5-dimethoxy-phenyl)-(4-isopropyl-phenyl)-methanone, 1.88 g sodium ethanethiolate and 10 ml DMF are heated for 5 h to 110° C. Saturated aqueous bicarbonate solution (10 ml) and 100 ml water are added. The product is extracted with CH2Cl2 and chromatographed on silica (hexane/ethyl acetate). As a reaction SMILES: [NH2:1][C:2]1[CH:7]=[C:6]([O:8]C)[C:5]([O:10][CH3:11])=[CH:4][C:3]=1[C:12]([C:14]1[CH:19]=[CH:18][C:17]([CH:20]([CH3:22])[CH3:21])=[CH:16][CH:15]=1)=[O:13].C([S-])C.[Na+].CN(C=O)C.C(=O)(O)[O-]>O>[NH2:1][C:2]1[CH:7]=[C:6]([OH:8])[C:5]([O:10][CH3:11])=[CH:4][C:3]=1[C:12]([C:14]1[CH:19]=[CH:18][C:17]([CH:20]([CH3:22])[CH3:21])=[CH:16][CH:15]=1)=[O:13] |f:1.2|. The product is NC1=C(C=C(C(=C1)O)OC)C(=O)C1=CC=C(C=C1)C(C)C ((2-amino-4-hydroxy-5-methoxy-phenyl)-(4-isopropyl-phenyl)-methanone). Run in O (water). Starting materials: NC1=C(C=C(C(=C1)OC)OC)C(=O)C1=CC=C(C=C1)C(C)C ((2-amino-4,5-dimethoxy-phenyl)-(4-isopropyl-phenyl)-methanone), C(C)[S-].[Na+] (sodium ethanethiolate), CN(C)C=O (DMF), C([O-])(O)=O (bicarbonate). The reactants are [H-].[Na+] (sodium hydride), SCCCCCC(=O)OCC (ethyl 6-mercaptohexanoate), BrC=1N=C(N(C1C=O)CC1=CC2=C(OCO2)C=C1Cl)C1OCCO1 (4-bromo-1-[(6-chloro-1,3-benzodioxol-5-yl) methyl]-2-(1,3-dioxolan-2-yl)-1H-imidazole-5-carboxaldehyde). The solvent is CN(C=O)C (dimethylformamide). Reaction conditions: time 20 minute. Product: ClC=1C(=CC2=C(OCO2)C1)CN1C(=NC(=C1C=O)SCCCCCC(=O)OCC)C1OCCO1 (ethyl 6-[[1-[(6-chloro-1,3-benzodioxol-5-yl) methyl]-2-(1,3-dioxolan-2-yl)-5-formyl-1H-imidazol-4-yl]thio]-hexanoate). Isolated yield 62.1%. RXN SMILES: [SH:1][CH2:2][CH2:3][CH2:4][CH2:5][CH2:6][C:7]([O:9][CH2:10][CH3:11])=[O:8].[H-].[Na+].Br[C:15]1[N:16]=[C:17]([CH:33]2[O:37][CH2:36][CH2:35][O:34]2)[N:18]([CH2:22][C:23]2[C:31]([Cl:32])=[CH:30][C:26]3[O:27][CH2:28][O:29][C:25]=3[CH:24]=2)[C:19]=1[CH:20]=[O:21]>CN(C)C=O>[Cl:32][C:31]1[C:23]([CH2:22][N:18]2[C:19]([CH:20]=[O:21])=[C:15]([S:1][CH2:2][CH2:3][CH2:4][CH2:5][CH2:6][C:7]([O:9][CH2:10][CH3:11])=[O:8])[N:16]=[C:17]2[CH:33]2[O:37][CH2:36][CH2:35][O:34]2)=[CH:24][C:25]2[O:29][CH2:28][O:27][C:26]=2[CH:30]=1 |f:1.2|. Procedure: 3.9 g of ethyl 6-mercaptohexanoate is dissolved in 200 ml of anhydrous dimethylformamide, 1.1 g of sodium hydride at 50% in oil is added and the reaction medium is left for 20 minutes at ambient temperature. Then 7.6 g of the product obtained in Stage 4 above is added, and the whole is left overnight at ambient temperature. The dimethyl-formamide is evaporated off under vacuum, the residue is taken up in 200 ml of saturated ammonium chloride and extraction is carried out with three times 200 ml ... Reactants: ClCc1ccc2c(c1)OCCO2, CC(C)(C)OC(=O)N1CCC(c2ccc(F)cc2)C(O)C1. Product: CC(C)(C)OC(=O)N1CCC(c2ccc(F)cc2)C(OCc2ccc3c(c2)OCCO3)C1. As a reaction SMILES: [Cl:22][CH2:23][c:24]1[cH:25][c:26]2[c:27]([cH:32][cH:33]1)[O:28][CH2:29][CH2:30][O:31]2.[F:1][c:2]1[cH:3][cH:4][c:5]([CH:8]2[CH:9]([OH:21])[CH2:10][N:11]([C:14](=[O:15])[O:16][C:17]([CH3:18])([CH3:19])[CH3:20])[CH2:12][CH2:13]2)[cH:6][cH:7]1>>[F:1][c:2]1[cH:3][cH:4][c:5]([CH:8]2[CH:9]([O:21][CH2:23][c:24]3[cH:25][c:26]4[c:27]([cH:32][cH:33]3)[O:28][CH2:29][CH2:30][O:31]4)[CH2:10][N:11]([C:14](=[O:15])[O:16][C:17]([CH3:18])([CH3:19])[CH3:20])[CH2:12][CH2:13]2)[cH:6][cH:7]1. Reactants: C(C)(C)(C)OC(=O)N1CCC(CC1)=CC1=CC(=C(C=C1)Cl)Cl (1-(tert-butoxycarbonyl)-4-(3,4-dichlorobenzylidene)piperidine), B#B (diborane), B#B (diborane), O (Water). The solvent is C1CCOC1 (THF). Reaction conditions: time 3 hour. Yields the product C(C)(C)(C)OC(=O)N1CCC(CC1)C(C1=CC(=C(C=C1)Cl)Cl)=O (4-(3,4-dichlorobenzoyl)piperidine-1-carboxylic acid tert-butyl ester). Reaction SMILES: [C:1]([O:5][C:6]([N:8]1[CH2:13][CH2:12][C:11](=[CH:14][C:15]2[CH:20]=[CH:19][C:18]([Cl:21])=[C:17]([Cl:22])[CH:16]=2)[CH2:10][CH2:9]1)=[O:7])([CH3:4])([CH3:3])[CH3:2].B#B.[OH2:25]>C1COCC1>[C:1]([O:5][C:6]([N:8]1[CH2:9][CH2:10][CH:11]([C:14](=[O:25])[C:15]2[CH:20]=[CH:19][C:18]([Cl:21])=[C:17]([Cl:22])[CH:16]=2)[CH2:12][CH2:13]1)=[O:7])([CH3:4])([CH3:2])[CH3:3]. Reported procedure: To a room temperature solution of 1-(tert-butoxycarbonyl)-4-(3,4-dichlorobenzylidene)piperidine (6.4 g, 18.7 mmol) in dry THF (100 mL) under argon was added diborane (22.4 ml, 1 M in THF, 22.4 mmol) and the reaction mixture was stirred for 3 h. Water (20 ml) was slowly added dropwise to kill excess diborane. Tetrahydrofuran was remove in vacuo and ether (200 mL) was added. The reaction mixture was cooled in an ice bath and Jones reagent (take 18.6 g sodium dichromate hydrate, 14 mL conc. sulfuri... The reactants are [N+](=O)([O-])C=1C=C2C=C(NC2=CC1)C(=O)O (5-nitroindole-2-carboxylic acid), C(C1=CC=CC=C1)C1CCNCC1 (4-benzylpiperidine). Run in C(C)OCC (diethylether). Product: C(C1=CC=CC=C1)C1CCN(CC1)C(=O)C=1NC2=CC=C(C=C2C1)[N+](=O)[O-] (1-(4-Benzylpiperidine-1-yl)-1-(5-nitro-1H-indole-2-yl)methanone). RXN SMILES: [N+:1]([C:4]1[CH:5]=[C:6]2[C:10](=[CH:11][CH:12]=1)[NH:9][C:8]([C:13]([OH:15])=O)=[CH:7]2)([O-:3])=[O:2].[CH2:16]([CH:23]1[CH2:28][CH2:27][NH:26][CH2:25][CH2:24]1)[C:17]1[CH:22]=[CH:21][CH:20]=[CH:19][CH:18]=1>C(OCC)C>[CH2:16]([CH:23]1[CH2:28][CH2:27][N:26]([C:13]([C:8]2[NH:9][C:10]3[C:6]([CH:7]=2)=[CH:5][C:4]([N+:1]([O-:3])=[O:2])=[CH:12][CH:11]=3)=[O:15])[CH2:25][CH2:24]1)[C:17]1[CH:22]=[CH:21][CH:20]=[CH:19][CH:18]=1. Procedure: The title compound is prepared from 5-nitroindole-2-carboxylic acid (J. Am. Chem. Soc., 4621 (1958)] and 4-benzylpiperidine according to the method described in Example 1/c. Mp.: 220-224° C. (diethylether). The reactants are N1(C=NC=C1)C(=O)N1C=NC=C1 (Di(1H-imidazol-1-yl)methanone), C(C)(C)(C)OC(=O)N[C@H](C(=O)O)C1=CC=CC=C1 ((S)-2-(tert-butoxycarbonylamino)-2-phenylacetic acid), N12C[C@@H](C(CC1)CC2)O ((R)-quinuclidin-3-ol). Solvent: C(C)(=O)OCC (ethyl acetate), CC#N (CH3CN). Reaction conditions: time 1 hour. Yields the product C(C)(C)(C)OC(=O)N[C@H](C(=O)O[C@H]1CN2CCC1CC2)C2=CC=CC=C2 ((S)—((R)-quinuclidin-3-yl) 2-(tert-butoxycarbonylamino)-2-phenylacetate). Isolated yield 65.3%. As a reaction SMILES: [C:1]([O:5][C:6]([NH:8][C@@H:9]([C:13]1[CH:18]=[CH:17][CH:16]=[CH:15][CH:14]=1)[C:10]([OH:12])=[O:11])=[O:7])([CH3:4])([CH3:3])[CH3:2].N1(C(N2C=CN=C2)=O)C=CN=C1.[N:31]12[CH2:38][CH2:37][CH:34]([CH2:35][CH2:36]1)[C@@H:33](O)[CH2:32]2>CC#N.C(OCC)(=O)C>[C:1]([O:5][C:6]([NH:8][C@@H:9]([C:13]1[CH:18]=[CH:17][CH:16]=[CH:15][CH:14]=1)[C:10]([O:12][C@@H:33]1[CH:34]2[CH2:37][CH2:38][N:31]([CH2:36][CH2:35]2)[CH2:32]1)=[O:11])=[O:7])([CH3:4])([CH3:2])[CH3:3]. Reported procedure: (S)-2-(tert-butoxycarbonylamino)-2-phenylacetic acid (2 g, 7.96 mmol) was dissolved in CH3CN (20 ml). Di(1H-imidazol-1-yl)methanone (1.936 g, 11.94 mmol) was added, and the reaction was stirred at RT for 1 hour. (R)-quinuclidin-3-ol (1.518 g, 11.94 mmol) was added, and the reaction was stirred at RT for 3 hours to achieve completion. The solvent was removed under vacuum to give a solid that was dissolved in ethyl acetate (300 ml). The precipitate was filtered, and the organic solution was washed... Starting materials: BrC=1C=2N(C=CC1)N=C(N2)NC2=CC=C(C=C2)OC ((8-bromo-[1,2,4]triazolo[1,5-a]pyridin-2-yl)-(4-methoxy-phenyl)-amine), CS(=O)(=O)N1CCNCC1 (1-methanesulfonyl-piperazine). The product is CS(=O)(=O)N1CCN(CC1)C=1C=2N(C=CC1)N=C(N2)NC2=CC=C(C=C2)OC ([8-(4-Methanesulfonyl-piperazin-1-yl)-[1,2,4]triazolo[1,5-a]pyridin-2-yl]-(4-methoxy-phenyl)-amine), solid. Isolated yield 33.0%. RXN SMILES: Br[C:2]1[C:3]2[N:4]([N:8]=[C:9]([NH:11][C:12]3[CH:17]=[CH:16][C:15]([O:18][CH3:19])=[CH:14][CH:13]=3)[N:10]=2)[CH:5]=[CH:6][CH:7]=1.[CH3:20][S:21]([N:24]1[CH2:29][CH2:28][NH:27][CH2:26][CH2:25]1)(=[O:23])=[O:22]>>[CH3:20][S:21]([N:24]1[CH2:29][CH2:28][N:27]([C:2]2[C:3]3[N:4]([N:8]=[C:9]([NH:11][C:12]4[CH:17]=[CH:16][C:15]([O:18][CH3:19])=[CH:14][CH:13]=4)[N:10]=3)[CH:5]=[CH:6][CH:7]=2)[CH2:26][CH2:25]1)(=[O:23])=[O:22]. Procedure details: [8-(4-Methanesulfonyl-piperazin-1-yl)-[1,2,4]triazolo[1,5-a]pyridin-2-yl]-(4-methoxy-phenyl)-amine was prepared from (8-bromo-[1,2,4]triazolo[1,5-a]pyridin-2-yl)-(4-methoxy-phenyl)-amine (50.0 mg, 0.157 mmol) and 1-methanesulfonyl-piperazine (29.0 mg, 0.176 mmol) in a manner analogous to example 30. The title compound was isolated as an off-white solid (0.021 g, 33%). MP=240-241° C. 1H NMR (400 MHz, CDCl3, δ, ppm): 8.11 (dd, J=6.5, 1.1 Hz, 1H), 7.51-7.46 (m, 2H), 6.93-6.88 (m, 2H), 6.77 (dd, J=7... The reactants are FC1=C(CN2C=C(C=3C2=CN=C(C3)C(=O)OCC)CO)C=CC(=C1)F (ethyl 1-(2,4-difluoro-benzyl)-3-hydroxymethyl-1H-pyrrolo[2,3-c]pyridine-5-carboxylate), FC1=C(CN2C=C(C=3C2=CN=C(C3)C(=O)O)CO)C=CC(=C1)F (1-(2,4-Difluorobenzyl)-3-hydroxymethyl-1H-pyrrolo[2,3-c]pyridine-5-carboxylic acid), FC1=C(CN2C=C(C=3C2=CN=C(C3)C(=O)O)CO)C=CC(=C1)F (1-(2,4-difluoro-benzyl)-3-hydroxymethyl-1H-pyrrolo[2,3-c]pyridine-5-carboxylic acid), Cl.CNO (N-methyl hydroxylamine hydrochloride), C(C1=CC=CC=C1)OCC1=CN(C2=CN=C(C=C21)C(=O)NO)CC2=C(C=C(C=C2)F)F (3-Benzyloxymethyl-1-(2,4-difluorobenzyl)-N-hydroxy-1H-pyrrolo[2,3-c]pyridine-5-carboxamide). The product is FC1=C(CN2C=C(C=3C2=CN=C(C3)C(=O)N(C)O)CO)C=CC(=C1)F (1-(2,4-Difluorobenzyl)-N-hydroxy-3-hydroxymethyl-N-methyl-1H-pyrrolo[2,3-c]pyridine-5-carboxamide). Reaction SMILES: [F:1][C:2]1[CH:22]=[C:21]([F:23])[CH:20]=[CH:19][C:3]=1[CH2:4][N:5]1[C:9]2=[CH:10][N:11]=[C:12]([C:14]([OH:16])=O)[CH:13]=[C:8]2[C:7]([CH2:17][OH:18])=[CH:6]1.FC1C=C(F)C=CC=1CN1C2=CN=C(C(OCC)=O)C=C2C(CO)=C1.C(OCC1C2C(=CN=C([C:67]([NH:69][OH:70])=O)C=2)N(CC2C=CC(F)=CC=2F)C=1)C1C=CC=CC=1.Cl.CNO>>[F:1][C:2]1[CH:22]=[C:21]([F:23])[CH:20]=[CH:19][C:3]=1[CH2:4][N:5]1[C:9]2=[CH:10][N:11]=[C:12]([C:14]([N:69]([OH:70])[CH3:67])=[O:16])[CH:13]=[C:8]2[C:7]([CH2:17][OH:18])=[CH:6]1 |f:3.4|. Reported procedure: 1-(2,4-Difluorobenzyl)-3-hydroxymethyl-1H-pyrrolo[2,3-c]pyridine-5-carboxylic acid. The title compound was prepared by hydrolysis of ethyl 1-(2,4-difluoro-benzyl)-3-hydroxymethyl-1H-pyrrolo[2,3-c]pyridine-5-carboxylate in a manner similar to step (b) of example 1. 1H NMR (DMSO-d6). δ: 8.96 (s, 1H), 8.41 (s, 1H), 7.69 (s, 1H), 7.29-7.32 (m, 2H), 7.08 (m, 1H), 5.61 (s, 2H), 5.09 (s, 1H), 4.66 (s, 2H). LCMS (API-ES, M+H+): 319.1. (b) 1-(2,4-Difluorobenzyl)-N-hydroxy-3-hydroxymethyl-N-methyl-1H-pyrr... The reactants are C1(CC1)C1=C(C=C(C(=C1)CO)OCC)C1=C(C=C(C=C1)F)F ((2-cyclopropyl-5-ethoxy-2′,4′-difluorobiphenyl-4-yl)methanol). The reagents and catalysts are [O-2].[O-2].[Mn+4] (Manganese dioxide). Solvent: C1(=CC=CC=C1)C (toluene). Reaction conditions: temperature 60 celsius, time 1 hour. Yields the product C1(CC1)C1=C(C=C(C(=C1)C=O)OCC)C1=C(C=C(C=C1)F)F (2-Cyclopropyl-5-ethoxy-2′,4′-difluorobiphenyl-4-carbaldehyde). Yield: 80.0%. As a reaction SMILES: [CH:1]1([C:4]2[CH:9]=[C:8]([CH2:10][OH:11])[C:7]([O:12][CH2:13][CH3:14])=[CH:6][C:5]=2[C:15]2[CH:20]=[CH:19][C:18]([F:21])=[CH:17][C:16]=2[F:22])[CH2:3][CH2:2]1>[O-2].[O-2].[Mn+4].C1(C)C=CC=CC=1>[CH:1]1([C:4]2[CH:9]=[C:8]([CH:10]=[O:11])[C:7]([O:12][CH2:13][CH3:14])=[CH:6][C:5]=2[C:15]2[CH:20]=[CH:19][C:18]([F:21])=[CH:17][C:16]=2[F:22])[CH2:3][CH2:2]1 |f:1.2.3|. Procedure: Manganese dioxide (45.9 g) was added to a toluene (80 mL) solution of (2-cyclopropyl-5-ethoxy-2′,4′-difluorobiphenyl-4-yl)methanol (16.1 g), and the mixture was stirred at 60° C. for 1 hour in a nitrogen atmosphere. The reaction mixture was filtered, and then, the solvent was distilled off under reduced pressure. The obtained residue was purified by silica gel column chromatography (hexane/ethyl acetate) to obtain the title compound (12.8 g).